Dataset: the Open Reaction Database (ORD), a public repository of structured organic reaction records. Task: describe an organic reaction: reactants, conditions, products, and yield The reactants are CCO, COc1ccc(NC(=O)NCCCl)cc1OC, [K+], [OH-]. Yields the product COc1ccc(N2CCNC2=O)cc1OC. As a reaction SMILES: [CH3:20][CH2:21][OH:22].[Cl:1][CH2:2][CH2:3][NH:4][C:5](=[O:6])[NH:7][c:8]1[cH:9][c:10]([O:16][CH3:17])[c:11]([O:14][CH3:15])[cH:12][cH:13]1.[K+:19].[OH-:18]>>[CH2:2]1[CH2:3][NH:4][C:5](=[O:6])[N:7]1[c:8]1[cH:9][c:10]([O:16][CH3:17])[c:11]([O:14][CH3:15])[cH:12][cH:13]1. Starting materials: BrC1=CC=C(OC[C@@H](CCC=2C=NC=CC2)O)C=C1 ((2R)-1-(4-bromophenoxy)-4-(3-pyridyl)-2-butanol), C1(=CC=CC=C1)C#C (phenylacetylene), O (water). The reagents and catalysts are [Cu]I (Copper (I) iodide), Cl[Pd]([P](C1=CC=CC=C1)(C2=CC=CC=C2)C3=CC=CC=C3)([P](C4=CC=CC=C4)(C5=CC=CC=C5)C6=CC=CC=C6)Cl (bis(triphenylphosphine)palladium(II) chloride). The solvent is C(C)N(CC)CC (triethylamine). Reaction conditions: temperature 90 celsius, time 4 hour. The product is C1(=CC=CC=C1)C#CC1=CC=C(OC[C@@H](CCC=2C=NC=CC2)O)C=C1 ((2R)-1-(4-(2-(Phenyl)ethynyl)phenoxy)-4-(3-pyridyl)-2-butanol). The yield is 3.6%. Reaction SMILES: Br[C:2]1[CH:19]=[CH:18][C:5]([O:6][CH2:7][C@H:8]([OH:17])[CH2:9][CH2:10][C:11]2[CH:12]=[N:13][CH:14]=[CH:15][CH:16]=2)=[CH:4][CH:3]=1.[C:20]1([C:26]#[CH:27])[CH:25]=[CH:24][CH:23]=[CH:22][CH:21]=1.O>C(N(CC)CC)C.[Cu]I.Cl[Pd](Cl)([P](C1C=CC=CC=1)(C1C=CC=CC=1)C1C=CC=CC=1)[P](C1C=CC=CC=1)(C1C=CC=CC=1)C1C=CC=CC=1>[C:20]1([C:26]#[C:27][C:2]2[CH:19]=[CH:18][C:5]([O:6][CH2:7][C@H:8]([OH:17])[CH2:9][CH2:10][C:11]3[CH:12]=[N:13][CH:14]=[CH:15][CH:16]=3)=[CH:4][CH:3]=2)[CH:25]=[CH:24][CH:23]=[CH:22][CH:21]=1 |^1:40,59|. Reported procedure: Copper (I) iodide (0.03 g) was added to a mixture of (2R)-1-(4-bromophenoxy)-4-(3-pyridyl)-2-butanol (1.05 g, Example 40a), phenylacetylene (0.33 g) and bis(triphenylphosphine)palladium(II) chloride (0.23 g) in triethylamine (10 ml), and the reaction mixture heated to 90° C. with stirring under nitrogen for 4 hours. The reaction mixture was allowed to cool to room temperature and then poured into water (150 ml). The product was extracted with ethyl acetate which was washed with brine and dried o...